Task: describe an organic reaction: reactants, conditions, products, and yield. Dataset: the Open Reaction Database (ORD), a public repository of structured organic reaction records Reactants: COC(=O)C1CC(C#N)(c2ccc(OC(F)F)c(OCC3CC3)c2)CCC1=O, COC(=O)CCC(C#N)(CCC(=O)OC)c1ccc(OC(F)F)c(OCC2CC2)c1, COCCOC, [H-], [Na+]. Yields the product O=Cc1ccc(OC(F)F)c(OCC2CC2)c1. Reaction SMILES: [C:1]([CH:2]1[CH2:3][C:9]([C:4]#[N:5])([c:11]2[cH:12][c:13]([O:21][CH2:22][CH:23]3[CH2:24][CH2:25]3)[c:14]([O:17][CH:18]([F:19])[F:20])[cH:15][cH:16]2)[CH2:6][CH2:7][C:8]1=[O:10])([O:26][CH3:27])=[O:28].[C:31]([C:32]([c:33]1[cH:34][cH:35][c:36]([O:38][CH:39]([F:40])[F:41])[c:42]([O:43][CH2:44][CH:45]2[CH2:46][CH2:47]2)[cH:48]1)([CH2:49][CH2:50][C:51]([O:52][CH3:53])=[O:54])[CH2:55][CH2:56][C:57](=[O:37])[O:58][CH3:59])#[N:60].[CH3:61][O:62][CH2:63][CH2:64][O:65][CH3:66].[H-:29].[Na+:30]>>[CH:9]([c:11]1[cH:12][c:13]([O:21][CH2:22][CH:23]2[CH2:24][CH2:25]2)[c:14]([O:17][CH:18]([F:19])[F:20])[cH:15][cH:16]1)=[O:37]. Starting materials: C1#CC=CC=C1 (benzyne), 1, ClC1=CC=C(C=C1)NC(CC(=O)OCC)=O (ethyl 3-(4-chlorophenylamino)-3-oxo-propanoate), C(=O)(O)[O-].[Na+] (NaHCO3), [F-].[Cs+] (CsF). Solvent: CC#N (MeCN). Conditions: temperature 30 celsius, time 48 hour. Yields the product ClC1=CC=C(C=C1)NC(C(C(=O)OCC)(C1=CC=CC=C1)C1=CC=CC=C1)=O (Ethyl 3-(4-chlorophenylamino)-3-oxo-2,2-diphenylpropanoate). Yield: 65.0%. As a reaction SMILES: [C:1]1[CH:6]=[CH:5][CH:4]=[CH:3][C:2]#1.[Cl:7][C:8]1[CH:13]=[CH:12][C:11]([NH:14][C:15](=[O:22])[CH2:16][C:17]([O:19][CH2:20][CH3:21])=[O:18])=[CH:10][CH:9]=1.C([O-])(O)=O.[Na+].[F-].[Cs+]>CC#N>[Cl:7][C:8]1[CH:9]=[CH:10][C:11]([NH:14][C:15](=[O:22])[C:16]([C:1]2[CH:6]=[CH:5][CH:4]=[CH:3][CH:2]=2)([C:1]2[CH:6]=[CH:5][CH:4]=[CH:3][CH:2]=2)[C:17]([O:19][CH2:20][CH3:21])=[O:18])=[CH:12][CH:13]=1 |f:2.3,4.5|. Reported procedure: To the stirred solution of benzyne precursor 1 (100 mg, 0.33 mmol) and malonamide ester 2 (40 mg, 0.16 mmol) in anhydrous MeCN (2 mL) was added NaHCO3 (28 mg, 0.33 mmol), CsF (200 mg, 1.34 mmol). Reaction mixture was allowed to stir at room temperature 30° C. for 48 hrs. The reaction mixture was concentrated in vacuo and directly loaded on silica gel and purified by using gradient solvent combination of ethyl acetate/Pet ether to yield a low melting solid compound 4 (43 mg, 65%). The reactants are FC1=CC=C(C=C1)CCC(=O)O (3-(4-fluorophenyl)propionic acid), [H-].[Al+3].[Li+].[H-].[H-].[H-] (lithium aluminum hydride), O (water), [OH-].[Na+] (sodium hydroxide). Run in O1CCCC1 (tetrahydrofuran), O1CCCC1 (tetrahydrofuran). Product: FC1=CC=C(C=C1)CCCO (3-(4-Fluorophenyl)propan-1-ol-). Reaction SMILES: [F:1][C:2]1[CH:7]=[CH:6][C:5]([CH2:8][CH2:9][C:10](O)=[O:11])=[CH:4][CH:3]=1.[H-].[Al+3].[Li+].[H-].[H-].[H-].O.[OH-].[Na+]>O1CCCC1>[F:1][C:2]1[CH:3]=[CH:4][C:5]([CH2:8][CH2:9][CH2:10][OH:11])=[CH:6][CH:7]=1 |f:1.2.3.4.5.6,8.9|. Reported procedure: A solution of 43.6 g of 3-(4-fluorophenyl)propionic acid in 300 ml of tetrahydrofuran is added dropwise to a suspension of 19.7 g of lithium aluminum hydride in 300 ml of tetrahydrofuran at a reaction temperature of about 45° C., while stirring. When the addition has ended, the above temperature is maintained for a further 2.5 hours and 80 ml of water and 20 ml of 4 N sodium hydroxide solution are then successively added dropwise. The precipitate is filtered off and rinsed several times with die... The reactants are CC(C)(C)OO, ClCCl, O=[N+]([O-])c1ccc(C=CCO)cc1. Product: O=[N+]([O-])c1ccc(C2OC2CO)cc1. As a reaction SMILES: [C:14]([CH3:16])([CH3:17])([O:18][OH:15])[CH3:19].[CH2:20]([Cl:21])[Cl:22].[N+:1](=[O:2])([O-:3])[c:4]1[cH:5][cH:6][c:7]([CH:10]=[CH:11][CH2:12][OH:13])[cH:8][cH:9]1>>[N+:1](=[O:2])([O-:3])[c:4]1[cH:5][cH:6][c:7]([CH:10]2[CH:11]([CH2:12][OH:13])[O:18]2)[cH:8][cH:9]1.